Dataset: the Open Reaction Database (ORD), a public repository of structured organic reaction records. Task: describe an organic reaction: reactants, conditions, products, and yield The reactants are C1(=CC=CC=C1)/C(=C(\CC)/C1=CC=CC=C1)/C1=CC=C(C=C1)C=CC(=O)O (3-[4-(Z)-(1,2-diphenylbut-1-enyl)phenyl]-acrylic acid), ClCCCS(=O)(=O)N (3-chloropropanesulfonamide). The product is C1(=CC=CC=C1)C(=C(CC)C1=CC=CC=C1)C1=CC=C(C=C1)C=CC(=O)NS(=O)(=O)CCCCl (3-chloro-propane-1-sulfonic acid {3-[4-(1,2-diphenyl-but-1-enyl)-phenyl]-acryloyl}-amide). RXN SMILES: [C:1]1(/[C:7](/[C:17]2[CH:22]=[CH:21][C:20]([CH:23]=[CH:24][C:25](O)=[O:26])=[CH:19][CH:18]=2)=[C:8](/[C:11]2[CH:16]=[CH:15][CH:14]=[CH:13][CH:12]=2)\[CH2:9][CH3:10])[CH:6]=[CH:5][CH:4]=[CH:3][CH:2]=1.[Cl:28][CH2:29][CH2:30][CH2:31][S:32]([NH2:35])(=[O:34])=[O:33]>>[C:1]1([C:7]([C:17]2[CH:22]=[CH:21][C:20]([CH:23]=[CH:24][C:25]([NH:35][S:32]([CH2:31][CH2:30][CH2:29][Cl:28])(=[O:34])=[O:33])=[O:26])=[CH:19][CH:18]=2)=[C:8]([C:11]2[CH:16]=[CH:15][CH:14]=[CH:13][CH:12]=2)[CH2:9][CH3:10])[CH:2]=[CH:3][CH:4]=[CH:5][CH:6]=1. Reported procedure: Prepared by coupling 1a and 3-chloropropanesulfonamide (Synlett, 1997, 375) in accordance with Procedure 1, Method A described hereinabove. Yield (80%); 1H NMR (d6-DMSO) δ 11.82 (br s, 1H), 7.48 (d, J=15.7 Hz, 1H), 7.40–7.09 (m, 12H), 6.87 (d, J=8.4 Hz, 2H), 6.46 (d, J=15.7 Hz, 1H), 3.71 (t, 2H), 3.52 (t, 2H), 2.37 (q, J=7.3 Hz, 2H), 2.07 (p, 2H), 0.83 (t, J=7.3 Hz, 3H); APcI m/z: 492 (M−H−). Reactants: C1CCC(CC1)N=C=NC2CCCCC2 (DCC), BrC/C=C/C(=O)O ((E)-4-bromobut-2-enoic acid), C(C)(C)N(CC)C(C)C (di-iso-propylethylamine), CNC (dimethylamine), C(#C)C=1C=C(C=CC1)NC=1C2=C(N=CN1)C=NC(=C2)N (N4-(3-ethynylphenyl)pyrido[3,4-d]pyrimidine-4,6-diamine), C([O-])([O-])=O.[Na+].[Na+] (sodium carbonate). Run in CC(=O)N(C)C (DMA), C1CCOC1 (THF). Reaction conditions: temperature 0 celsius, time 45 minute. Product: CN(C/C=C/C(=O)NC1=CC2=C(N=CN=C2NC2=CC(=CC=C2)C#C)C=N1)C ((2E)-4-(dimethylamino)-N-[4-(3-ethynylanilino)pyrido[3,4-d]pyrimidin-6-yl]-2-butenamide). The yield is 50.9%. Reaction SMILES: C1CC[CH:4]([N:7]=[C:8]=NC2CCCCC2)CC1.Br[CH2:17]/[CH:18]=[CH:19]/[C:20]([OH:22])=O.[C:23]([C:25]1[CH:26]=[C:27]([NH:31][C:32]2[C:33]3[CH:41]=[C:40]([NH2:42])[N:39]=[CH:38][C:34]=3[N:35]=[CH:36][N:37]=2)[CH:28]=[CH:29][CH:30]=1)#[CH:24].C(N(C(C)C)CC)(C)C.CNC.C(=O)([O-])[O-].[Na+].[Na+]>C1COCC1.CC(N(C)C)=O>[CH3:4][N:7]([CH3:8])[CH2:17]/[CH:18]=[CH:19]/[C:20]([NH:42][C:40]1[N:39]=[CH:38][C:34]2[N:35]=[CH:36][N:37]=[C:32]([NH:31][C:27]3[CH:28]=[CH:29][CH:30]=[C:25]([C:23]#[CH:24])[CH:26]=3)[C:33]=2[CH:41]=1)=[O:22] |f:5.6.7|. Procedure details: To a solution of DCC (7.23 g, 35.1 mmol) in dry THF (25 ml) at 0° C. under nitrogen, was added solid acid 9 (5.79 g, 35.1 mmol). The reaction mixture was stirred at 0° C. for 35 min before solid aniline 169 (1.83 g, 7.01 mmol) was added, followed by dry DMA (20 mL) and di-iso-propylethylamine (DIPEA) (6.11 ml, 35.1 mmol). The final reaction mixture was stirred at 0° C. for 45 min before being cooled to −15 to −20° C. (bath). 40% Aqueous dimethylamine (10.6 mL, 84.0 mmol) was then added and after... Reactants: C[O-], CS(C)=O, COC(=O)C1CC1, Cc1ccccc1, CC(=O)C1CC1, Cl, [Na+]. The product is O=C(CC(=O)C1CC1)C1CC1. RXN SMILES: [CH3:14][O-:15].[CH3:18][S:19]([CH3:20])=[O:21].[CH3:1][O:2][C:3](=[O:4])[CH:5]1[CH2:6][CH2:7]1.[CH3:22][c:23]1[cH:24][cH:25][cH:26][cH:27][cH:28]1.[CH:8]1([C:11]([CH3:12])=[O:13])[CH2:9][CH2:10]1.[ClH:17].[Na+:16]>>[C:3](=[O:4])([CH:5]1[CH2:6][CH2:7]1)[CH2:12][C:11]([CH:8]1[CH2:9][CH2:10]1)=[O:13]. Product: CCCCCOc1c(OC)ccc2c1CCN(C(=O)Cc1ccc([N+](=O)[O-])cc1)C2. Reactants: CCCCCOc1c(OC)ccc2c1CCNC2, CCOC(C)=O, O=C([O-])Cc1ccc([N+](=O)[O-])cc1, [Na+], CN(C)C=O, O, On1nnc2ccccc21, O=C([O-])O. As a reaction SMILES: [CH3:1][O:2][c:3]1[c:4]([O:13][CH2:14][CH2:15][CH2:16][CH2:17][CH3:18])[c:5]2[c:10]([cH:11][cH:12]1)[CH2:9][NH:8][CH2:7][CH2:6]2.[CH3:53][CH2:54][O:55][C:56](=[O:57])[CH3:58].[N+:19](=[O:20])([O-:21])[c:22]1[cH:23][cH:24][c:25]([CH2:28][C:29](=[O:30])[O-:31])[cH:26][cH:27]1.[Na+:43].[O:48]=[CH:49][N:50]([CH3:51])[CH3:52].[OH2:32].[OH:33][n:34]1[c:35]2[cH:36][cH:37][cH:38][cH:39][c:40]2[n:41][n:42]1.[OH:44][C:45](=[O:46])[O-:47]>>[CH3:1][O:2][c:3]1[c:4]([O:13][CH2:14][CH2:15][CH2:16][CH2:17][CH3:18])[c:5]2[c:10]([cH:11][cH:12]1)[CH2:9][N:8]([C:29]([CH2:28][c:25]1[cH:24][cH:23][c:22]([N+:19](=[O:20])[O-:21])[cH:27][cH:26]1)=[O:30])[CH2:7][CH2:6]2. As a reaction SMILES: [C:35](=[O:36])([OH:37])[O-:38].[CH2:24]([Cl:25])[CH2:26][Cl:27].[CH3:28][N:29]1[CH2:30][CH2:31][NH:32][CH2:33][CH2:34]1.[CH:1](=[O:2])[c:3]1[c:4]([CH3:13])[cH:5][c:6]([CH2:8][CH2:9][C:10](=[O:11])[OH:12])[nH:7]1.[Na+:39].[O:40]=[CH:41][N:42]([CH3:43])[CH3:44].[OH:14][n:15]1[c:16]2[c:17]([cH:18][cH:19][cH:20][cH:21]2)[n:22][n:23]1>>[CH:1](=[O:2])[c:3]1[c:4]([CH3:13])[cH:5][c:6]([CH2:8][CH2:9][C:10](=[O:12])[N:32]2[CH2:31][CH2:30][N:29]([CH3:28])[CH2:34][CH2:33]2)[nH:7]1. Product: Cc1cc(CCC(=O)N2CCN(C)CC2)[nH]c1C=O. The reactants are O=C([O-])O, ClCCCl, CN1CCNCC1, Cc1cc(CCC(=O)O)[nH]c1C=O, [Na+], CN(C)C=O, On1nnc2ccccc21. Starting materials: CN(CCN1C([C@H]([C@H](CC2=C1C=CC=C2C(F)(F)F)C2=CC=C(C=C2)OC)CC=C)=O)C ((cis)-1-[2-(Dimethylamino)ethyl]-1,3,4,5-tetrahydro-4-(4-methoxyphenyl)-3-(2-propenyl)-6-(trifluoromethyl)-2H-1-benzazepin-2-one). Reagents/catalysts: [Pd] (Palladium on charcoal). Run in C(C)(=O)OCC (ethyl acetate). Reaction conditions: time 4 hour. Yields the product COC1=CC=C(C=C1)C1C(C(NC2=C(C1)C(=CC=C2)C(F)(F)F)=O)CCC (1,3,4,5-Tetrahydro-4-(4-methoxyphenyl)-3-propyl-6-(trifluoromethyl)-2H-1-benzazepin-2-one). Yield: 100.8%. Reaction SMILES: CN(C)CC[N:5]1[C:11]2[CH:12]=[CH:13][CH:14]=[C:15]([C:16]([F:19])([F:18])[F:17])[C:10]=2[CH2:9][C@H:8]([C:20]2[CH:25]=[CH:24][C:23]([O:26][CH3:27])=[CH:22][CH:21]=2)[C@H:7]([CH2:28][CH:29]=[CH2:30])[C:6]1=[O:31]>C(OCC)(=O)C.[Pd]>[CH3:27][O:26][C:23]1[CH:24]=[CH:25][C:20]([CH:8]2[CH2:9][C:10]3[C:15]([C:16]([F:17])([F:18])[F:19])=[CH:14][CH:13]=[CH:12][C:11]=3[NH:5][C:6](=[O:31])[CH:7]2[CH2:28][CH2:29][CH3:30])=[CH:21][CH:22]=1. Procedure details: (cis)-1-[2-(Dimethylamino)ethyl]-1,3,4,5-tetrahydro-4-(4-methoxyphenyl)-3-(2-propenyl)-6-(trifluoromethyl)-2H-1-benzazepin-2-one (4.25 g; 11.3 mmole) was dissolved in ethyl acetate (65 ml). Palladium on charcoal (0.86 g) was added to the degassed solution, and the mixture was placed on a Parr apparatus for four hours. The material was filtered through a pad of Celite and concentrated giving 4.3 g of crystalline solid. Starting materials: COC=1C=C(C=CC1)N (3-methoxy-phenylamine), C(C)OC(C(=COCC)C#N)=O (2-cyano-3-ethoxy-acrylic acid ethyl ester). The solvent is C(C)O (ethanol). Conditions: temperature 256 celsius. Product: COC1=CC=C2C(C(=CNC2=C1)C#N)=O (7-Methoxy-4-oxo-1,4-dihydro-quinoline-3-carbonitrile). Isolated yield 62.4%. As a reaction SMILES: [CH3:1][O:2][C:3]1[CH:4]=[C:5]([NH2:9])[CH:6]=[CH:7][CH:8]=1.C([O:12][C:13](=O)[C:14]([C:19]#[N:20])=[CH:15]OCC)C>C(O)C>[CH3:1][O:2][C:3]1[CH:4]=[C:5]2[C:6]([C:13](=[O:12])[C:14]([C:19]#[N:20])=[CH:15][NH:9]2)=[CH:7][CH:8]=1. Procedure details: An amount of 3-methoxy-phenylamine (45.3 g, 0.37 mol) and 2-cyano-3-ethoxy-acrylic acid ethyl ester (62.2 g, 0.37 mol), were heated at 120° C. for 0.5 hours, during which 14.4 mL of ethanol was collected by a Dean-Stark trap. To this was added a solution of biphenyl (333 mL) and phenyl ether (666 mL), and the mixture was heated at 256° C. for 6 hours, during which 22 mL of ethanol was collected by a Dean-Stark trap. The mixture was cooled to room temperature and filtered. The solid was washed wi... Reactants: C1(CC1)C=1C=CC(=NC1OCC1CC1)C(=O)O (5-cyclopropyl-6-cyclopropylmethoxy-pyridine-2-carboxylic acid), NC(C(=O)NC)(C)C (2-amino-N,2-dimethyl-propanamide). Product: CC(C)(C(NC)=O)NC(=O)C1=NC(=C(C=C1)C1CC1)OCC1CC1 (5-Cyclopropyl-6-cyclopropylmethoxy-pyridine-2-carboxylic acid (1-methyl-1-methylcarbamoyl-ethyl)-amide). RXN SMILES: [CH:1]1([C:4]2[CH:5]=[CH:6][C:7]([C:15]([OH:17])=O)=[N:8][C:9]=2[O:10][CH2:11][CH:12]2[CH2:14][CH2:13]2)[CH2:3][CH2:2]1.[NH2:18][C:19]([CH3:25])([CH3:24])[C:20]([NH:22][CH3:23])=[O:21]>>[CH3:24][C:19]([NH:18][C:15]([C:7]1[CH:6]=[CH:5][C:4]([CH:1]2[CH2:2][CH2:3]2)=[C:9]([O:10][CH2:11][CH:12]2[CH2:13][CH2:14]2)[N:8]=1)=[O:17])([C:20](=[O:21])[NH:22][CH3:23])[CH3:25]. Procedure details: The title compound was synthesized in analogy to Example 1, using 5-cyclopropyl-6-cyclopropylmethoxy-pyridine-2-carboxylic acid (Example 42 a) and 2-amino-N,2-dimethyl-propanamide (CAN 106914-07-2) as starting materials, MS (LC/MS): 332.2 [M+H]+.